Task: describe an organic reaction: reactants, conditions, products, and yield. Dataset: the Open Reaction Database (ORD), a public repository of structured organic reaction records Starting materials: [H-].[Na+] (sodium hydride), C([O-])([O-])=O.[K+].[K+] (potassium carbonate), C(C)(=O)OC(CCl)(C=C)C ((1-chloro-2-methyl-3-butene-2-yl) acetate), C1=CC(=CC=C1[N+](=O)[O-])O (p-nitrophenol). Solvent: CN(C=O)C (N,N-dimethyl formamide), O (water), CN(C=O)C (N,N-dimethylformamide), CN(C=O)C (N,N-dimethyl formamide). Run at time 3 hour. Product: [N+](=O)([O-])C1=CC=C(OCC(C=C)(O)C)C=C1 (1-(p-nitrophenoxy)-2-methyl-3-butene-2-ol). Isolated yield 71.1%. As a reaction SMILES: [H-].[Na+].[CH:3]1[C:8]([N+:9]([O-:11])=[O:10])=[CH:7][CH:6]=[C:5]([OH:12])[CH:4]=1.C([O:16][C:17]([CH3:22])([CH:20]=[CH2:21])[CH2:18]Cl)(=O)C.C(=O)([O-])[O-].[K+].[K+]>O.CN(C)C=O>[N+:9]([C:8]1[CH:7]=[CH:6][C:5]([O:12][CH2:18][C:17]([CH3:22])([OH:16])[CH:20]=[CH2:21])=[CH:4][CH:3]=1)([O-:11])=[O:10] |f:0.1,4.5.6|. Reported procedure: Into N,N-dimethyl formamide (200 ml) were suspended 11 g (0.27 mol) of 60%-sodium hydride. With stirring under ice cooling, an N,N-dimethyl formamide (150 ml) solution containing 38 g (0.27 mol) of p-nitrophenol was added dropwise therein over three hours. After the resulting solution was continuously stirred for further one hour as it was, the reaction liquid became a homogeneous yellow solution. The reaction liquid was returned to room temperatures, and an N,N-dimethylformamide (100 ml) soluti... Reactants: BrB(Br)Br, CO, ClCCl, COc1ccccc1-c1cc(NC(N)=O)c(C(N)=O)s1. Product: NC(=O)Nc1cc(-c2ccccc2O)sc1C(N)=O. As a reaction SMILES: [B:21]([Br:22])([Br:23])[Br:24].[CH3:25][OH:26].[Cl:27][CH2:28][Cl:29].[NH2:1][C:2](=[O:3])[NH:4][c:5]1[c:6]([C:18](=[O:19])[NH2:20])[s:7][c:8](-[c:10]2[c:11]([O:16][CH3:17])[cH:12][cH:13][cH:14][cH:15]2)[cH:9]1>>[NH2:1][C:2](=[O:3])[NH:4][c:5]1[c:6]([C:18](=[O:19])[NH2:20])[s:7][c:8](-[c:10]2[c:11]([OH:16])[cH:12][cH:13][cH:14][cH:15]2)[cH:9]1.